Dataset: the Open Reaction Database (ORD), a public repository of structured organic reaction records. Task: describe an organic reaction: reactants, conditions, products, and yield Reactants: FC(S(=O)(=O)OC)(F)F (methyl trifluoromethanesulfonate), C1(=CC=CC=C1)N(C(=O)C=1C2=CC=CC=C2N=C2C=CC=CC12)NS(=O)(=O)C1=CC=C(C=C1)C (N-Phenyl-N-(p-toluenesulfonamido)acridine-9-carboxamide), CCCCCC (Hexane). Run in C(Cl)Cl (methylene chloride). Run at time 8 hour. The product is FC(S(=O)(=O)[O-])(F)F.C[N+]1=C2C=CC=CC2=C(C2=CC=CC=C12)C(=O)N(NS(=O)(=O)C1=CC=C(C=C1)C)C1=CC=CC=C1 (10-Methyl-N-(phenyl)-N-(p-toluenesulfonamido) acridinium-9-carboxamide trifluoromethanesulfonate). Reaction SMILES: [C:1]1([N:7]([NH:24][S:25]([C:28]2[CH:33]=[CH:32][C:31]([CH3:34])=[CH:30][CH:29]=2)(=[O:27])=[O:26])[C:8]([C:10]2[C:11]3[C:16]([N:17]=[C:18]4[C:23]=2[CH:22]=[CH:21][CH:20]=[CH:19]4)=[CH:15][CH:14]=[CH:13][CH:12]=3)=[O:9])[CH:6]=[CH:5][CH:4]=[CH:3][CH:2]=1.[F:35][C:36]([F:43])([F:42])[S:37]([O:40]C)(=[O:39])=[O:38].[CH3:44]CCCCC>C(Cl)Cl>[F:35][C:36]([F:43])([F:42])[S:37]([O-:40])(=[O:39])=[O:38].[CH3:44][N+:17]1[C:16]2[C:11](=[CH:12][CH:13]=[CH:14][CH:15]=2)[C:10]([C:8]([N:7]([C:1]2[CH:2]=[CH:3][CH:4]=[CH:5][CH:6]=2)[NH:24][S:25]([C:28]2[CH:33]=[CH:32][C:31]([CH3:34])=[CH:30][CH:29]=2)(=[O:27])=[O:26])=[O:9])=[C:23]2[C:18]=1[CH:19]=[CH:20][CH:21]=[CH:22]2 |f:4.5|. Reported procedure: N-Phenyl-N-(p-toluenesulfonamido)acridine-9-carboxamide (30 mg, 0.0068 mmol) was dissolved in methylene chloride (5 mL) under argon and methyl trifluoromethanesulfonate (77 μL, 0.068 mmol) was added. The solution was stirred overnight at room temperature to yield a yellow precipitate. Hexane was added and the precipitate filtered. Solid was further washed with ether and dried to obtain the product as yellow crystals. 1H NMR (acetone-d6) δ2.58 (s, 3H), 5.02 (s, 3H), 7.02-8.79 (m, 12H) . Conditions: time 3 hour. Run in O1CCOCC1 (dioxane), C(C)(=O)OCC (ethyl acetate). The reactants are ClC1=CC(=C(C=C1)NCCCNC(C)C)C (N′-(4-Chloro-2-methyl-phenyl)-N-isopropyl-propane-1,3-diamine), N,N′-thiocarbonyl-di-1,2,4-triazole, O.C1(=CC=C(C=C1)S(=O)(=O)O)C (para-toluene sulfonic acid monohydrate), O.C1(=CC=C(C=C1)S(=O)(=O)O)C (para-toluene sulfonic acid monohydrate). The yield is 74.6%. Reported procedure: To a solution of the diamine of Step A (6 g) in dioxane (100 mL) under nitrogen was added N,N′-thiocarbonyl-di-1,2,4-triazole (4.5 g). After stirring at room temperature for 3 hours, para-toluene sulfonic acid monohydrate was added in one portion (9.5 g) and the mixture was heated at reflux for 8 hours. Additional para-toluene sulfonic acid monohydrate was added (1 g) and reflux was resumed for another 2 hours. The mixture was cooled and diluted with ethyl acetate. The precipitate was collected ... Yields the product ClC1=CC(=C(C=C1)N1C(N(CCC1)C(C)C)=S)C (1-(4-Chloro-2-methyl-phenyl)-3-isopropyl-3,4,5,6-tetrahydro-pyrimidine-2(1H)-thione). As a reaction SMILES: [Cl:1][C:2]1[CH:7]=[CH:6][C:5]([NH:8][CH2:9][CH2:10][CH2:11][NH:12][CH:13]([CH3:15])[CH3:14])=[C:4]([CH3:16])[CH:3]=1.O.C1(C)C=C[C:21]([S:24](O)(=O)=O)=CC=1>O1CCOCC1.C(OCC)(=O)C>[Cl:1][C:2]1[CH:7]=[CH:6][C:5]([N:8]2[CH2:9][CH2:10][CH2:11][N:12]([CH:13]([CH3:14])[CH3:15])[C:21]2=[S:24])=[C:4]([CH3:16])[CH:3]=1 |f:1.2|. The reactants are C1=CC2=C(C=CN2[Si](C(C)C)(C(C)C)C(C)C)C=C1C. The reagents and catalysts are OC(C)(C)C(O)(C)C, N(CC)(CC)CC, O1BOC=2C=CC=CC12, FC=1C(F)=C(F)C(B(C=2C(F)=C(F)C(F)=C(F)C2F)C=3C(F)=C(F)C(F)=C(F)C3F)=C(F)C1F. Run in C=1C=CC(=CC1)C. Run at temperature 120 celsius, time 72 hour. Product: O1B(OC(C)(C)C1(C)C)C2=CN(C=3C=CC(=CC23)C)[Si](C(C)C)(C(C)C)C(C)C. The yield is 75.0%. Procedure: Prepared from 5-methyl-N-(triisopropylsilyl)-1H-indole (4d, 57.5 mg, 0.200 mmol, 1.00 equiv) and catBH (96.0 mg, 0.800 mmol, 4.00 equiv) according to GP 2. The title compound was purified by flash column chromatography using cyclohexane/EtOAc/Et3N (30/1/1) as eluent to afford 6d[S4] (62.0 mg, 75%) as a white foam. Starting materials: C[O-].[Na+] (sodiummethylate), I.NC(=NN)SC (methyl aminomethanehydrazonothioate hydroiodide), 3/1, Cl.C(C)OC(CS(=O)(=O)C1=CC=CC=C1)=N (2-(phenylsulfonyl)-ethanimidic acid ethyl ester hydrochloride), C([O-])(O)=O.[Na+] (sodiumbicarbonate), [OH-].[Na+] (sodium hydoxide). The solvent is O (water), C(Cl)(Cl)Cl (chloroform). Product: NC(CS(=O)(=O)C1=CC=CC=C1)=NNC(SC)=N (1-[[1-amino-2-(phenylsulfonyl)ethylidene]amino]-2-methyl-2-thiopseudourea). Yield: 52.8%. As a reaction SMILES: Cl.C(O[C:5](=[NH:16])[CH2:6][S:7]([C:10]1[CH:15]=[CH:14][CH:13]=[CH:12][CH:11]=1)(=[O:9])=[O:8])C.[OH-].[Na+].C(=O)(O)[O-].[Na+].C[O-].[Na+].I.[NH2:28][C:29]([S:32][CH3:33])=[N:30][NH2:31]>C(Cl)(Cl)Cl.O>[NH2:16][C:5](=[N:31][NH:30][C:29](=[NH:28])[S:32][CH3:33])[CH2:6][S:7]([C:10]1[CH:15]=[CH:14][CH:13]=[CH:12][CH:11]=1)(=[O:9])=[O:8] |f:0.1,2.3,4.5,6.7,8.9|. Procedure: A suspension of 211 g (0.80 mol) 2-(phenylsulfonyl)-ethanimidic acid ethyl ester hydrochloride in 2 l chloroform was treated with 801 ml 1N aqueous sodium hydoxide. 350 ml of a saturated aqueous sodiumbicarbonate solution was added and the mixture was extracted with chloroform. The extracts were combined and dried with sodium sulfate and the solvents were distilled off under reduced pressure. The resulting oil was dissolved in 450 ml ethanol and the solution was added to a suspension of 44.6 g (... Starting materials: C1(CCCCC1)CC1=CN=C(N1)CCC1=CC=C(C=C1)C=1C(=NC=CC1)C(=O)OCC1=CC=CC=C1 (benzyl 3-(4-{2-[5-(cyclohexylmethyl)-1H-imidazole-2-yl]ethyl}phenyl)pyridine-2-carboxylate). Reagents/catalysts: [Pd] (palladium on carbon). The solvent is C(C)O (ethanol). Reaction conditions: time 2 hour. Product: C1(CCCCC1)CC1=CN=C(N1)CCC1=CC=C(C=C1)C=1C(=NC=CC1)C(=O)O (3-(4-{2-[5-(cyclohexylmethyl)-1H-imidazole-2-yl]ethyl}phenyl)pyridine-2-carboxylic acid). RXN SMILES: [CH:1]1([CH2:7][C:8]2[NH:12][C:11]([CH2:13][CH2:14][C:15]3[CH:20]=[CH:19][C:18]([C:21]4[C:22]([C:27]([O:29]CC5C=CC=CC=5)=[O:28])=[N:23][CH:24]=[CH:25][CH:26]=4)=[CH:17][CH:16]=3)=[N:10][CH:9]=2)[CH2:6][CH2:5][CH2:4][CH2:3][CH2:2]1>[Pd].C(O)C>[CH:1]1([CH2:7][C:8]2[NH:12][C:11]([CH2:13][CH2:14][C:15]3[CH:16]=[CH:17][C:18]([C:21]4[C:22]([C:27]([OH:29])=[O:28])=[N:23][CH:24]=[CH:25][CH:26]=4)=[CH:19][CH:20]=3)=[N:10][CH:9]=2)[CH2:6][CH2:5][CH2:4][CH2:3][CH2:2]1. Reported procedure: A mixture of benzyl 3-(4-{2-[5-(cyclohexylmethyl)-1H-imidazole-2-yl]ethyl}phenyl)pyridine-2-carboxylate (70 mg, 0.146 mmol), palladium on carbon (7 mg) and ethanol (3 mL) was stirred under a hydrogen atmosphere for 2 hours. The mixture was filtered, and the filtrate was concentrated to afford 3-(4-{2-[5-(cyclohexylmethyl)-1H-imidazole-2-yl]ethyl}phenyl)pyridine-2-carboxylic acid. LCMS: m/e 390 (M+H)+. 1HNMR (CD3OD, 500 MHz): δ 7.79 (1H, d, J=7.5 Hz), 7.42 (1H, d, J=7.5 Hz), 7.08 (1H, 7.5 Hz), 7.... Reactants: B.CSC (borane dimethylsulfide), C1=NN=C2N1C1=C(NC(C2)=O)C=CC=C1 (5,6-dihydro-4H-[1,2,4]-triazolo-[4,3-a][1,5]benzodiazepin-5-one), CO (methanol). Run in O1CCCC1 (tetrahydrofuran), O1CCCC1 (tetrahydrofuran). Yields the product C1=NN=C2N1C1=C(NCC2)C=CC=C1 (5,6-Dihydro-4H-[1,2,4]triazolo[4,3-a][1,5]benzodiazepine). Reaction SMILES: [CH:1]1[N:5]2[C:6]3[CH:15]=[CH:14][CH:13]=[CH:12][C:7]=3[NH:8][C:9](=O)[CH2:10][C:4]2=[N:3][N:2]=1.B.CSC.CO>O1CCCC1>[CH:1]1[N:5]2[C:6]3[CH:15]=[CH:14][CH:13]=[CH:12][C:7]=3[NH:8][CH2:9][CH2:10][C:4]2=[N:3][N:2]=1 |f:1.2|. Procedure details: A mixture of 7.0 g of 5,6-dihydro-4H-[1,2,4]-triazolo-[4,3-a][1,5]benzodiazepin-5-one in 25 ml of tetrahydrofuran is added 9 ml of 10M borane-dimethylsulfide in tetrahydrofuran. The mixture is refluxed for 6 hours, cooled to room temperature and 25 ml of methanol added dropwise. The volatiles are removed under vacuum and to the residue is added 100 ml of 2N sodium hydroxide. The mixture is refluxed for 5 hours, chilled and extracted with dichloromethane. The extract is washed with 2N citric acid... The reactants are COC(=O)C1=CC2=C(N(C(=N2)NC=2SC3=C(N2)C=CC(=C3)C(F)(F)F)C)C=C1 (1-methyl-2-(6-trifluoromethyl-benzothiazol-2-ylamino)-1H-benzoimidazole-5-carboxylic acid methyl ester), [OH-].[Li+] (lithium hydroxide). Yields the product CN1C(=NC2=C1C=CC(=C2)C(=O)O)NC=2SC1=C(N2)C=CC(=C1)C(F)(F)F (1-Methyl-2-(6-trifluoromethyl-benzothiazol-2-ylamino)-1H-benzoimidazole-5-carboxylic acid). Isolated yield 58.8%. As a reaction SMILES: C[O:2][C:3]([C:5]1[CH:28]=[CH:27][C:8]2[N:9]([CH3:26])[C:10]([NH:12][C:13]3[S:14][C:15]4[CH:21]=[C:20]([C:22]([F:25])([F:24])[F:23])[CH:19]=[CH:18][C:16]=4[N:17]=3)=[N:11][C:7]=2[CH:6]=1)=[O:4].[OH-].[Li+]>>[CH3:26][N:9]1[C:8]2[CH:27]=[CH:28][C:5]([C:3]([OH:4])=[O:2])=[CH:6][C:7]=2[N:11]=[C:10]1[NH:12][C:13]1[S:14][C:15]2[CH:21]=[C:20]([C:22]([F:24])([F:23])[F:25])[CH:19]=[CH:18][C:16]=2[N:17]=1 |f:1.2|. Reported procedure: 1-Methyl-2-(6-trifluoromethyl-benzothiazol-2-ylamino)-1H-benzoimidazole-5-carboxylic acid (434 mg) was prepared by following General Procedure E starting from 1-methyl-2-(6-trifluoromethyl-benzothiazol-2-ylamino)-1H-benzoimidazole-5-carboxylic acid methyl ester (765 mg) and lithium hydroxide (316 mg). LC/MS: m/z 393.9. 1H NMR (DMSO-d6, 400 MHz): δ 12.77 (bs, 1H), 12.49 (bs, 1H), 8.34-8.14 (m, 2H), 7.93-7.73 (m, 2H), 7.67 (d, 1H), 7.52 (d, 1H), 3.64 (bs, 3H). Reactants: COC(=O)C1CCOCC1 (THPE), [OH-].[Na+] (NaOH). The solvent is O (water). Yields the product COC(=O)C1CCOCC1.[OH-].[Na+] (THPE NaOH). RXN SMILES: [CH3:1][O:2][C:3]([CH:5]1[CH2:10][CH2:9][O:8][CH2:7][CH2:6]1)=[O:4].[OH-:11].[Na+:12]>O>[CH3:1][O:2][C:3]([CH:5]1[CH2:10][CH2:9][O:8][CH2:7][CH2:6]1)=[O:4].[OH-:11].[Na+:12] |f:1.2,4.5.6|. Procedure: An aqueous THPE/NaOH solution of branching agent was prepared by mixing THPE (6.05 lbs, 8.96 moles) with water (4 L) and an aqueous NaOH solution (50% w/w, 2 L, 3058 grams, 38.2 moles NaOH). Starting materials: COC(=O)C1C2C(OC(CC1)(C2)C2(OCCO2)C)=O (2-Methoxycarbonyl-5-(2-methyldioxolan-2-yl)-6-oxabicyclo[3,2,1] octan-7-one), COC1C2C(OC(CC1=C=O)(C2)C2(OCCO2)C)=O (2-methoxy-carbonyl-5-(2-methyl-dioxolan-2-yl)-6-oxa -bicyclo[3,2,1]-octan-7-one), CCCCCC (hexane), C(CCC)[Li] (n-butyllithium). Solvent: O1CCCC1 (tetrahydrofuran), O1CCCC1 (tetrahydrofuran), O1CCCC1 (tetrahydrofuran). Conditions: time 1 hour. Product: COC1=CC(=C(C2=C(C=CC=C12)OC)OC)C(=O)C1C2C(OC(CC1)(C2)C2(OCCO2)C)=O (2-(1,4,5-Trimethoxy-3-naphthylcarbonyl)-5-(2-methyl-dioxolan-2-yl)-6-oxa-bicyclo[3,2,1]octan-7-one). Yield: 73.0%. As a reaction SMILES: [CH3:1][CH2:2][CH2:3]CCC.[CH2:7]([Li])CCC.CO[C:14]([CH:16]1[CH2:22][CH2:21][C:20]2([C:24]3([CH3:29])[O:28][CH2:27][CH2:26][O:25]3)[CH2:23][CH:17]1[C:18](=[O:30])[O:19]2)=[O:15].[CH3:31][O:32][CH:33]1[C:39](=[C:40]=[O:41])[CH2:38][C:37]2(C3(C)OCCO3)[CH2:42][CH:34]1[C:35](=O)[O:36]2>O1CCCC1>[CH3:35][O:36][C:37]1[C:38]2[C:39](=[C:40]([O:41][CH3:7])[CH:1]=[CH:2][CH:3]=2)[C:33]([O:32][CH3:31])=[C:34]([C:14]([CH:16]2[CH2:22][CH2:21][C:20]3([C:24]4([CH3:29])[O:25][CH2:26][CH2:27][O:28]4)[CH2:23][CH:17]2[C:18](=[O:30])[O:19]3)=[O:15])[CH:42]=1. Procedure: 7 ml of a 1.65 M hexane solution of n-butyllithium was dissolved in 30 ml of anhydrous tetrahydrofuran. To the solution was added at -78° C a solution of 3.3 g of 1,4,5-trimethoxy-3-bromo-naphthalene (VI, R=OCH3) in 30 ml of anhydrous tetrahydrofuran. 2,5 g of 2-methoxy-carbonyl-5-(2-methyl-dioxolan-2-yl)-6-oxa -bicyclo[3,2,1]-octan-7-one, prepared as described in Example 3, was dissolved in 50 ml of anhydrous tetrahydrofuran and added to the reaction mixture. The reaction mixture was stood for ... Starting materials: [OH-].[Li+] (lithium hydroxide), C(C)(C)C1=NOC(=N1)N1CCC(CC1)[C@@H]1[C@@H](C1)CCOC1=CC=C(C=C1)CC(=O)OC (Methyl 2-(4-(2-((1S,2R)-2-(1-(3-isopropyl-1,2,4-oxadiazol-5-yl)piperidin-4-yl)cyclopropyl)ethoxy)phenyl)acetate), Cl (HCl). Run in O (water), CO (MeOH). The product is C(C)(C)C1=NOC(=N1)N1CCC(CC1)[C@@H]1[C@@H](C1)CCOC1=CC=C(C=C1)CC(=O)O (2-(4-(2-((1S,2R)-2-(1-(3-isopropyl-1,2,4-oxadiazol-5-yl)piperidin-4-yl)cyclopropyl)ethoxy)phenyl)acetic acid). Yield: 97.1%. Reaction SMILES: [CH:1]([C:4]1[N:8]=[C:7]([N:9]2[CH2:14][CH2:13][CH:12]([C@H:15]3[CH2:17][C@H:16]3[CH2:18][CH2:19][O:20][C:21]3[CH:26]=[CH:25][C:24]([CH2:27][C:28]([O:30]C)=[O:29])=[CH:23][CH:22]=3)[CH2:11][CH2:10]2)[O:6][N:5]=1)([CH3:3])[CH3:2].[OH-].[Li+].Cl>CO.O>[CH:1]([C:4]1[N:8]=[C:7]([N:9]2[CH2:14][CH2:13][CH:12]([C@H:15]3[CH2:17][C@H:16]3[CH2:18][CH2:19][O:20][C:21]3[CH:22]=[CH:23][C:24]([CH2:27][C:28]([OH:30])=[O:29])=[CH:25][CH:26]=3)[CH2:11][CH2:10]2)[O:6][N:5]=1)([CH3:3])[CH3:2] |f:1.2|. Procedure details: Methyl 2-(4-(2-((1S,2R)-2-(1-(3-isopropyl-1,2,4-oxadiazol-5-yl)piperidin-4-yl)cyclopropyl)ethoxy)phenyl)acetate (0.55 g, 1.28 mmol) was dissolved in MeOH (5 ml) and lithium hydroxide (154 mg, 6.43 mmol) in 2 mL of water was added. The mixture was stirred at RT for 1 h and neutralized to pH 6 with 5 N HCl, extracted with EtOAc (50 ml). The EtOAc phase was dried over MgSO4, and evaporated to afford 514 mg (97%) of the desired product. LC/MS (m/z): 414 (M+H)+.